From a dataset of the Open Reaction Database (ORD), a public repository of structured organic reaction records. describe an organic reaction: reactants, conditions, products, and yield Reactants: CC(C)([O-])C.[K+] (potassium t-butoxide), [N+](#[C-])CC(=O)OCC (ethyl isocyanoacetate), F[B-](F)(F)F.CN(C)C(CO[CH2+])N(C)C (bis(dimethylamino)ethoxymethylium tetrafluoroborate). Run in [Cl-].[NH4+] (ammonium chloride). Run at time 4 hour. Yields the product CN(C(=C(C(=O)OCC)[N+]#[C-])N(C)C)C (Ethyl 3,3-bis(dimethylamino)-2-isocyano-2-propenoate). The yield is 56.6%. As a reaction SMILES: CC(C)([O-])C.[K+].[N+:7]([CH2:9][C:10]([O:12][CH2:13][CH3:14])=[O:11])#[C-:8].F[B-](F)(F)F.[CH3:20][N:21]([CH:23]([N:27]([CH3:29])[CH3:28])CO[CH2+])[CH3:22]>[Cl-].[NH4+]>[CH3:20][N:21]([CH3:22])[C:23]([N:27]([CH3:29])[CH3:28])=[C:9]([N+:7]#[C-:8])[C:10]([O:12][CH2:13][CH3:14])=[O:11] |f:0.1,3.4,5.6|. Reported procedure: To a slurry of potassium t-butoxide (4.48 g, 40 mmol) in dry distilled tetrahydrofuran (40 mL) in a 3-neck 250 mL flask at -18° C., under argon was added dropwise from an addition funnel a solution of ethyl isocyanoacetate (4.52 g, 40 mmol) in dry, distalled tetrahydrofuran (40 mL). The anion was allowed to form for 25 min at -78° C., then solid bis(dimethylamino)ethoxymethylium tetrafluoroborate [9.28 g, 40 mmol, prepared as described by von H. Meerwein, W. Florian, N. Schon, G. Stopp, Justus L... Yields the product C=C(C)C(=O)OC(C)(C)C12CC3CC(CC(C(=O)OC(C)(C)C)(C3)C1)C2. As a reaction SMILES: [C:1]([CH3:2])([CH3:3])([CH3:4])[O:5][C:6](=[O:7])[C:8]12[CH2:9][C:10]3([C:18]([CH3:19])([CH3:20])[OH:21])[CH2:11][CH:12]([CH2:13][CH:14]([CH2:15]1)[CH2:16]3)[CH2:17]2.[C:27]([C:28](=[CH2:29])[CH3:30])(=[O:31])[OH:32].[Cl-:26].[Cl:22][CH:23]([Cl:24])[CH3:25].[S:33](=[O:34])(=[O:35])([OH:36])[OH:37].[cH:38]1[cH:39][cH:40][n:41][cH:42][cH:43]1>>[C:1]([CH3:2])([CH3:3])([CH3:4])[O:5][C:6](=[O:7])[C:8]12[CH2:9][C:10]3([C:18]([CH3:19])([CH3:20])[O:21][C:27]([C:28](=[CH2:29])[CH3:30])=[O:31])[CH2:11][CH:12]([CH2:13][CH:14]([CH2:15]1)[CH2:16]3)[CH2:17]2. Starting materials: CC(C)(C)OC(=O)C12CC3CC(C1)CC(C(C)(C)O)(C3)C2, C=C(C)C(=O)O, [Cl-], CC(Cl)Cl, O=S(=O)(O)O, c1ccncc1. The reactants are CC(C)(C)OC(=O)N(Cc1cc(CCO)ccc1Cl)C1CC1, CC(C)=O, O, O=S(=O)(O)O. Yields the product CC(C)(C)OC(=O)N(Cc1cc(CC(=O)O)ccc1Cl)C1CC1. Reaction SMILES: [C:6]([CH3:7])([CH3:8])([CH3:9])[O:10][C:11]([N:12]([CH:13]1[CH2:14][CH2:15]1)[CH2:16][c:17]1[c:18]([Cl:26])[cH:19][cH:20][c:21]([CH2:23][CH2:24][OH:25])[cH:22]1)=[O:27].[CH3:29][C:30](=[O:31])[CH3:32].[OH2:28].[S:1]([OH:2])(=[O:3])(=[O:4])[OH:5]>>[OH:2][C:24]([CH2:23][c:21]1[cH:20][cH:19][c:18]([Cl:26])[c:17]([CH2:16][N:12]([C:11]([O:10][C:6]([CH3:7])([CH3:8])[CH3:9])=[O:27])[CH:13]2[CH2:14][CH2:15]2)[cH:22]1)=[O:25]. Yields the product C(N)(=O)C1=NN(C(C=C1OC1CCN(CC1)C(=O)OC(C)(C)C)=O)C=1C=NC(=CC1)C#N (tert-Butyl 4-(3-carbamoyl-1-(6-cyanopyridin-3-yl)-6-oxo-1,6-dihydropyridazin-4-yloxy)piperidine-1-carboxylate). RXN SMILES: CS(C1C=CC([N:11]2C(=O)C=CC(C([O-])=O)=N2)=CC=1)(=O)=O.[C:21]([O:25][C:26]([N:28]1[CH2:33][CH2:32][CH:31]([O:34][C:35]2[C:36]([C:50]([O:52]C)=O)=[N:37][N:38]([C:42]3[CH:43]=[N:44][C:45]([C:48]#[N:49])=[CH:46][CH:47]=3)[C:39](=[O:41])[CH:40]=2)[CH2:30][CH2:29]1)=[O:27])([CH3:24])([CH3:23])[CH3:22]>>[C:50]([C:36]1[C:35]([O:34][CH:31]2[CH2:32][CH2:33][N:28]([C:26]([O:25][C:21]([CH3:24])([CH3:23])[CH3:22])=[O:27])[CH2:29][CH2:30]2)=[CH:40][C:39](=[O:41])[N:38]([C:42]2[CH:43]=[N:44][C:45]([C:48]#[N:49])=[CH:46][CH:47]=2)[N:37]=1)(=[O:52])[NH2:11]. Yield: 77.0%. Starting materials: CS(=O)(=O)C1=CC=C(C=C1)N1N=C(C=CC1=O)C(=O)[O-] (1-(4-(methylsulfonyl)phenyl)-6-oxo-1,6-dihydropyridazine-3-carboxylate), C(C)(C)(C)OC(=O)N1CCC(CC1)OC=1C(=NN(C(C1)=O)C=1C=NC(=CC1)C#N)C(=O)OC (methyl 4-(1-(tert-butoxycarbonyl)piperidin-4-yloxy)-1-(6-cyanopyridin-3-yl)-6-oxo-1,6-dihydropyridazine-3-carboxylate). Reported procedure: tert-Butyl 4-(3-carbamoyl-1-(6-cyanopyridin-3-yl)-6-oxo-1,6-dihydropyridazin-4-yloxy)piperidine-1-carboxylate was prepared in 77% yield according to procedures described in Example 31 (Step A) substituting methyl 441-(tert-butoxycarbonyl)piperidin-4-yloxy)-1-(4-(methylsulfonyl)phenyl)-6-oxo-1,6-dihydropyridazine-3-carboxylate for methyl 4-(1-(tert-butoxycarbonyl)piperidin-4-yloxy)-1-(6-cyanopyridin-3-yl)-6-oxo-1,6-dihydropyridazine-3-carboxylate (example 30). MS (ESI) 441 (M+H). Reactants: CC1=CC=C(C=C1)C=1OC2=C(N1)C=C(C=C2)C(=O)Cl (2-(4-methylphenyl)-5-benzoxazolecarbonyl chloride), ( 18,200 ), C1(=CC=CC=C1)O (phenol), [OH-].[Na+] (sodium hydroxide). Solvent: C(Cl)Cl (CH2Cl2), C(Cl)Cl (methylene chloride), O (water). Run at time 20 hour. Product: CC1=CC=C(C=C1)C=1OC2=C(N1)C=C(C=C2)C(=O)OC2=CC=CC=C2 (Phenyl 2-(4-Methylphenyl)-5-benzoxazolecarboxylate). As a reaction SMILES: [CH3:1][C:2]1[CH:7]=[CH:6][C:5]([C:8]2[O:9][C:10]3[CH:16]=[CH:15][C:14]([C:17](Cl)=[O:18])=[CH:13][C:11]=3[N:12]=2)=[CH:4][CH:3]=1.[C:20]1(O)[CH:25]=[CH:24][CH:23]=[CH:22][CH:21]=1.[OH-:27].[Na+]>C(Cl)Cl.O>[CH3:1][C:2]1[CH:7]=[CH:6][C:5]([C:8]2[O:9][C:10]3[CH:16]=[CH:15][C:14]([C:17]([O:18][C:20]4[CH:25]=[CH:24][CH:23]=[CH:22][CH:21]=4)=[O:27])=[CH:13][C:11]=3[N:12]=2)=[CH:4][CH:3]=1 |f:2.3|. Reported procedure: A solution containing 4.43 g. (0.016 mole) of 2-(4-methylphenyl)-5-benzoxazolecarbonyl chloride in 50 ml. of methylene chloride was added dropwise to a solution containing 1.88 g. (0.02 mole) of phenol and 0.80 g. (0.02 mole) of sodium hydroxide in 25 ml. of water. After stirring at 50° for 20 hours, the layers were separated and the organic layer was dried (MgSO4) and concentrated to give 2.9 g. (54%) of ld: UV (CH2Cl2) λmax 306 nm (18,200), ε325 =3500. Reactants: CC1C(O[Si](C)(C)C(C)(C)C)C2(CC2)C(=O)N1c1ccc(C#N)c(C(F)(F)F)c1, O=C([O-])O, Cl, [Na+], C1CCOC1. The product is CC1C(O)C2(CC2)C(=O)N1c1ccc(C#N)c(C(F)(F)F)c1. Reaction SMILES: [C:1]([Si:2]([CH3:3])([CH3:4])[O:6][CH:7]1[CH:8]([CH3:27])[N:9]([c:15]2[cH:16][c:17]([C:23]([F:24])([F:25])[F:26])[c:18]([C:19]#[N:20])[cH:21][cH:22]2)[C:10](=[O:14])[C:11]12[CH2:12][CH2:13]2)([CH3:5])([CH3:28])[CH3:29].[C:31](=[O:32])([O-:33])[OH:34].[ClH:30].[Na+:35].[O:36]1[CH2:37][CH2:38][CH2:39][CH2:40]1>>[OH:6][CH:7]1[CH:8]([CH3:27])[N:9]([c:15]2[cH:16][c:17]([C:23]([F:24])([F:25])[F:26])[c:18]([C:19]#[N:20])[cH:21][cH:22]2)[C:10](=[O:14])[C:11]12[CH2:12][CH2:13]2. The reactants are N1=CC=C(C=C1)C=CC(=O)O (3-(4-Pyridyl)acrylic acid), S(O)(O)(=O)=O (sulfuric acid), C(C)O (ethanol). Product: N1=CC=C(C=C1)C=CC(=O)OCC (ethyl 3-(4-pyridyl)acrylate). Yield: 93.0%. RXN SMILES: [N:1]1[CH:6]=[CH:5][C:4]([CH:7]=[CH:8][C:9]([OH:11])=[O:10])=[CH:3][CH:2]=1.S(=O)(=O)(O)O.[CH2:17](O)[CH3:18]>>[N:1]1[CH:6]=[CH:5][C:4]([CH:7]=[CH:8][C:9]([O:11][CH2:17][CH3:18])=[O:10])=[CH:3][CH:2]=1. Procedure: 3-(4-Pyridyl)acrylic acid (16.18 g, 0.1085 mol) was slurried in 200 ml of absolute ethanol. Concentrated sulfuric acid (8 ml) was added and the reaction was refluxed for 3 hours. After cooling, the solvent was evaporated and the residue was cautiously neutralized with saturated sodium bicarbonate solution. The resulting mixture was then extracted twice with diethyl ether. The organic extracts were washed with water and then brine, dried over MgSO4 and concentrated to afford 17.88 g (93% yield) o... Reactants: FC1=C(C=CC=C1)C1=NC(C=2N(C3=C1C=C(C=C3)I)C(=NN2)C)O (rac-6-(2-fluorophenyl)-4-hydroxy-8-iodo-1-methyl-4H-[1,2,4]triazolo[4,3-a][4,1]benzodiazepine), S(=O)(Cl)Cl (thionyl chloride), C(Cl)Cl (methylene chloride). Reaction conditions: time 2 hour. Product: FC1=C(C=CC=C1)C1=NC(C=2N(C3=C1C=C(C=C3)I)C(=NN2)C)OC (rac-6-(2-fluorophenyl)-8-iodo-4-methoxy-1-methyl-4H-[1,2,4]triazolo[4,3-a][4,1]benzodiazepine). RXN SMILES: [F:1][C:2]1[CH:7]=[CH:6][CH:5]=[CH:4][C:3]=1[C:8]1[C:14]2[CH:15]=[C:16]([I:19])[CH:17]=[CH:18][C:13]=2[N:12]2[C:20]([CH3:23])=[N:21][N:22]=[C:11]2[CH:10]([OH:24])[N:9]=1.S(Cl)(Cl)=O.[CH2:29](Cl)Cl>>[F:1][C:2]1[CH:7]=[CH:6][CH:5]=[CH:4][C:3]=1[C:8]1[C:14]2[CH:15]=[C:16]([I:19])[CH:17]=[CH:18][C:13]=2[N:12]2[C:20]([CH3:23])=[N:21][N:22]=[C:11]2[CH:10]([O:24][CH3:29])[N:9]=1. Reported procedure: A mixture of 0.435 g (1 mmol) of rac-6-(2-fluorophenyl)-4-hydroxy-8-iodo-1-methyl-4H-[1,2,4]triazolo[4,3-a][4,1]benzodiazepine, 3 ml of thionyl chloride and 20 ml of methylene chloride was stirred at room temperature for 2 hours. After evaporation under reduced pressure, the residue was dissolved in 20 ml of methanol and the solution was :reated with 3 ml of triethylamine. After heating on the steam bath for 5 minutes, the mixture was evaporated to dryness and the residue was partitioned between... Reactants: CCNC, C1CCOC1, Cc1ccc(S(=O)(=O)OCCOc2ccc3c(c2)c(S(=O)(=O)c2cccc4ccccc24)nn3C)cc1. Yields the product CCN(C)CCOc1ccc2c(c1)c(S(=O)(=O)c1cccc3ccccc13)nn2C. Reaction SMILES: [CH2:38]([CH3:39])[NH:40][CH3:41].[CH2:42]1[O:43][CH2:44][CH2:45][CH2:46]1.[CH3:1][n:2]1[n:3][c:4]([S:25](=[O:26])(=[O:27])[c:28]2[cH:29][cH:30][cH:31][c:32]3[cH:33][cH:34][cH:35][cH:36][c:37]23)[c:5]2[cH:6][c:7]([O:11][CH2:12][CH2:13][O:14][S:15]([c:16]3[cH:17][cH:18][c:19]([CH3:20])[cH:21][cH:22]3)(=[O:23])=[O:24])[cH:8][cH:9][c:10]12>>[CH3:1][n:2]1[n:3][c:4]([S:25](=[O:26])(=[O:27])[c:28]2[cH:29][cH:30][cH:31][c:32]3[cH:33][cH:34][cH:35][cH:36][c:37]23)[c:5]2[cH:6][c:7]([O:11][CH2:12][CH2:13][N:40]([CH2:38][CH3:39])[CH3:41])[cH:8][cH:9][c:10]12. The reactants are CC1(OC(C(O1)=CC(=O)N(OC)CC1=CC(=C(C=C1)C)F)=O)C (2-(2,2-Dimethyl-5-oxo-[1,3]-dioxolan-4-ylidene)-N-(3-fluoro-4-methylbenzyl)-N-methoxy-acetamide), Compound 44-C. Procedure details: 2-(2,2-Dimethyl-5-oxo-[1,3]-dioxolan-4-ylidene)-N-(3-fluoro-4-methylbenzyl)-N-methoxy-acetamide, prepared using the methods described in the previous examples, was treated with methanol as described in the preparation of Compound 44-C and gave the title ester as white crystals (49% yield); mp 88° C. 1HNMR 400 MHz (CDCl3) δ (ppm): 2.25 (3H, d, J=1.5 Hz, CH3), 3.70 (3H, s, OCH3), 3.90 (3H, s, OCH3), 4.78 (2H, s, NCH2), 6.47 (1H, s, CH), 6.96 (2H, m, aromatics), 7.26 (1H, m, aromatic). HRMS (MAB N2... The product is COC(C(=CC(N(OC)CC1=CC(=C(C=C1)C)F)=O)O)=O (3-[(3-Fluoro-4-methyl-benzyl)-methoxy-carbamoyl]-2-hydroxy-acrylic acid methyl ester). Solvent: CO (methanol). The yield is 49.0%. As a reaction SMILES: C[C:2]1(C)[O:6][C:5](=[CH:7][C:8]([N:10]([CH2:13][C:14]2[CH:19]=[CH:18][C:17]([CH3:20])=[C:16]([F:21])[CH:15]=2)[O:11][CH3:12])=[O:9])[C:4](=[O:22])[O:3]1>CO>[CH3:2][O:3][C:4](=[O:22])[C:5]([OH:6])=[CH:7][C:8](=[O:9])[N:10]([CH2:13][C:14]1[CH:19]=[CH:18][C:17]([CH3:20])=[C:16]([F:21])[CH:15]=1)[O:11][CH3:12].